Dataset: the Open Reaction Database (ORD), a public repository of structured organic reaction records. Task: describe an organic reaction: reactants, conditions, products, and yield Reactants: C1(=CC=CC=C1)C(C1=CC=CC=C1)OC(=O)C1=C(CS[C@H]2N1C(C2NC(C(=CCC(=O)OCC2=CC=CC=C2)C=2N=C(SC2)NC(=O)OCC2=CC=CC=C2)=O)=O)CSC2=NN=NN2C (7-[2-(2-benzyloxycarbonylamino-4-thiazolyl)-4-benzyloxycarbonyl-2-butenoylamino]-3-(1-methyl-5-tetrazolyl)thiomethyl-3-cephem-4-carboxylic acid diphenylmethyl ester), [Cl-].[Al+3].[Cl-].[Cl-] (aluminum chloride), C(O)([O-])=O.[Na+] (sodium hydrogen carbonate). Run in C1(=CC=CC=C1)OC (anisole). Reaction conditions: temperature 0 celsius, time 4 hour. Yields the product NC=1SC=C(N1)C(C(=O)NC1[C@@H]2N(C(=C(CS2)CSC2=NN=NN2C)C(=O)O)C1=O)=CCC(=O)O (7-[2-(2-amino-4-thiazolyl)-4-carboxy-2-butenoylamino]-3-(1-methyl-5-tetrazolyl)thiomethyl-3-cephem-4-carboxylic acid). Isolated yield 65.0%. RXN SMILES: C1(C([O:14][C:15]([C:17]2[N:22]3[C:23](=[O:57])[CH:24]([NH:25][C:26](=[O:56])[C:27]([C:40]4[N:41]=[C:42]([NH:45]C(OCC5C=CC=CC=5)=O)[S:43][CH:44]=4)=[CH:28][CH2:29][C:30]([O:32]CC4C=CC=CC=4)=[O:31])[C@H:21]3[S:20][CH2:19][C:18]=2[CH2:58][S:59][C:60]2[N:64]([CH3:65])[N:63]=[N:62][N:61]=2)=[O:16])C2C=CC=CC=2)C=CC=CC=1.[Cl-].[Al+3].[Cl-].[Cl-].C(=O)([O-])O.[Na+]>C1(OC)C=CC=CC=1>[NH2:45][C:42]1[S:43][CH:44]=[C:40]([C:27](=[CH:28][CH2:29][C:30]([OH:32])=[O:31])[C:26]([NH:25][CH:24]2[C:23](=[O:57])[N:22]3[C:17]([C:15]([OH:16])=[O:14])=[C:18]([CH2:58][S:59][C:60]4[N:64]([CH3:65])[N:63]=[N:62][N:61]=4)[CH2:19][S:20][C@H:21]23)=[O:56])[N:41]=1 |f:1.2.3.4,5.6|. Reported procedure: To a solution of 7-[2-(2-benzyloxycarbonylamino-4-thiazolyl)-4-benzyloxycarbonyl-2-butenoylamino]-3-(1-methyl-5-tetrazolyl)thiomethyl-3-cephem-4-carboxylic acid diphenylmethyl ester in anisole (12 parts) is added aluminum chloride (9 equivalents). After stirring for 4 hours at 0° C., the mixture is neutralized with aqueous 5% sodium hydrogen carbonate, filtered to remove solid, and washed with ethyl acetate. Aqueous layer is acidified with hydrochloric acid, washed with ethyl acetate, and passed...